This data is from the Open Reaction Database (ORD), a public repository of structured organic reaction records. The task is: describe an organic reaction: reactants, conditions, products, and yield The reactants are CCC(CC)(c1ccc(C#CC(O)C(C)(C)C)c(C)c1)c1ccc(O[Si](C)(C)C(C)(C)C)c(C)c1, CO, CCOC(C)=O, [H][H]. Yields the product CCC(CC)(c1ccc(C=CC(O)C(C)(C)C)c(C)c1)c1ccc(O[Si](C)(C)C(C)(C)C)c(C)c1. Reaction SMILES: [C:1]([CH3:2])([CH3:3])([CH3:4])[Si:5]([O:6][c:7]1[c:8]([CH3:33])[cH:9][c:10]([C:13]([CH2:14][CH3:15])([CH2:16][CH3:17])[c:18]2[cH:19][c:20]([CH3:32])[c:21]([C:24]#[C:25][CH:26]([C:27]([CH3:28])([CH3:29])[CH3:30])[OH:31])[cH:22][cH:23]2)[cH:11][cH:12]1)([CH3:34])[CH3:35].[CH3:36][OH:37].[CH3:40][CH2:41][O:42][C:43]([CH3:44])=[O:45].[H:38][H:39]>>[C:1]([CH3:2])([CH3:3])([CH3:4])[Si:5]([O:6][c:7]1[c:8]([CH3:33])[cH:9][c:10]([C:13]([CH2:14][CH3:15])([CH2:16][CH3:17])[c:18]2[cH:19][c:20]([CH3:32])[c:21]([CH:24]=[CH:25][CH:26]([C:27]([CH3:28])([CH3:29])[CH3:30])[OH:31])[cH:22][cH:23]2)[cH:11][cH:12]1)([CH3:34])[CH3:35]. Reactants: C(C)N1C(C=C(C2=CC=C(C=C12)O)C)(C)C (N-ethyl-7-hydroxy-2,2,4-trimethyl-1,2-dihydroquinoline), ClC=1C(=C(C(=C2C1C(=O)OC2=O)Cl)Cl)Cl (tetrachloro-phthalic acid anhydride). The solvent is ClCCCl (1,2-dichloroethane). The product is C(=O)(O)C1=C(C(=O)C=2C=C3C(=CC(N(C3=CC2O)CC)(C)C)C)C(=C(C(=C1Cl)Cl)Cl)Cl (6-(2-Carboxy-3,4,5,6-tetrachlorobenzoyl)-1,2-dihydro-1-ethyl-7-hydroxy-2,2,4-trimethylquinoline). Reaction SMILES: [CH2:1]([N:3]1[C:12]2[C:7](=[CH:8][CH:9]=[C:10]([OH:13])[CH:11]=2)[C:6]([CH3:14])=[CH:5][C:4]1([CH3:16])[CH3:15])[CH3:2].[Cl:17][C:18]1[C:19]([Cl:31])=[C:20]([Cl:30])[C:21]([Cl:29])=[C:22]2[C:27](=[O:28])[O:26][C:24](=[O:25])[C:23]=12>ClCCCl>[C:27]([C:22]1[C:21]([Cl:29])=[C:20]([Cl:30])[C:19]([Cl:31])=[C:18]([Cl:17])[C:23]=1[C:24]([C:9]1[CH:8]=[C:7]2[C:12](=[CH:11][C:10]=1[OH:13])[N:3]([CH2:1][CH3:2])[C:4]([CH3:15])([CH3:16])[CH:5]=[C:6]2[CH3:14])=[O:25])([OH:28])=[O:26]. Procedure details: 24 g (0.11 mol) N-ethyl-7-hydroxy-2,2,4-trimethyl-1,2-dihydroquinoline and 31.6 g (0.11 mol) tetrachloro-phthalic acid anhydride were dissolved in 200 ml 1,2-dichloroethane and refluxed for 3 h. After cooling, the solution was filtered and evaporated to dryness in a rotary evaporator. The residue was suspended in ca. 500 ml chloroform and heated to boiling. The solid (=product) was filtered. In order to increase the yield, the mother liquor was rotary evaporated to dryness and purified by column... The reactants are C(C)(=O)OCC (Ethyl acetate), O=C1CN(CC1)C(=O)OCC1=CC=CC=C1 (benzyl 3-oxopyrrolidine-1-carboxylate), C(C)(=O)[O-].[NH4+] (ammonium acetate), C(CC(=O)[O-])(=O)OCC (ethyl malonate). The solvent is CCO (EtOH). Product: NC1(CN(CC1)C(=O)OCC1=CC=CC=C1)CC(=O)OCC (Benzyl 3-amino-3-(2-ethoxy-2-oxoethyl)pyrrolidine-1-carboxylate). RXN SMILES: O=[C:2]1[CH2:6][CH2:5][N:4]([C:7]([O:9][CH2:10][C:11]2[CH:16]=[CH:15][CH:14]=[CH:13][CH:12]=2)=[O:8])[CH2:3]1.C([O-])(=O)C.[NH4+:21].[C:22]([O:28][CH2:29][CH3:30])(=[O:27])[CH2:23]C([O-])=O.C(OCC)(=O)C>CCO>[NH2:21][C:2]1([CH2:23][C:22]([O:28][CH2:29][CH3:30])=[O:27])[CH2:6][CH2:5][N:4]([C:7]([O:9][CH2:10][C:11]2[CH:16]=[CH:15][CH:14]=[CH:13][CH:12]=2)=[O:8])[CH2:3]1 |f:1.2|. Procedure: A solution of benzyl 3-oxopyrrolidine-1-carboxylate (2.03 g, 10 mmol) and ammonium acetate (977 mg, 12.7 mmol) in EtOH (10 mL) was treated with ethyl malonate (1.07 mL, 9.09 mmol). The resulting solution was heated to reflux for 4 h and cooled to room temperature. Ethyl acetate (200 mL) was added and the solution was washed with saturated NaHCO3 (25 mL), brine (25 mL), dried over MgSO4 and concentrated to dryness. The mixture was filtered through a silica gel plug with ethyl acetate followed by ...